Dataset: the Open Reaction Database (ORD), a public repository of structured organic reaction records. Task: describe an organic reaction: reactants, conditions, products, and yield The reactants are resultant mixture, FC1=C(C=C(C(=O)O)C=C1)C (4-Fluoro-3-methylbenzoic acid), CN(C)C(=[N+](C)C)ON1C2=C(C=CC=C2)N=N1.[B-](F)(F)(F)F (TBTU), CCN(C(C)C)C(C)C (DIPEA), C(C)(C)(C)O[C@@H]([C@@H](CN1CCCC1)NC)C ((2R,3R)-3-tert-butoxy-N-methyl-1-(pyrrolidin-1-yl)butan-2-amine). The solvent is C(Cl)Cl (DCM). Yields the product C(C)(C)(C)O[C@@H]([C@@H](CN1CCCC1)N(C(C1=CC(=C(C=C1)F)C)=O)C)C (N-((2R,3R)-3-Tert-butoxy-1-(pyrrolidin-1-yl)butan-2-yl)-4-fluoro-N,3-dimethylbenzamide). Yield: 17.9%. RXN SMILES: [F:1][C:2]1[CH:10]=[CH:9][C:5]([C:6]([OH:8])=O)=[CH:4][C:3]=1[CH3:11].CN(C(ON1N=NC2C=CC=CC1=2)=[N+](C)C)C.[B-](F)(F)(F)F.CCN(C(C)C)C(C)C.[C:43]([O:47][C@H:48]([CH3:58])[C@H:49]([NH:56][CH3:57])[CH2:50][N:51]1[CH2:55][CH2:54][CH2:53][CH2:52]1)([CH3:46])([CH3:45])[CH3:44]>C(Cl)Cl>[C:43]([O:47][C@H:48]([CH3:58])[C@H:49]([N:56]([CH3:57])[C:6](=[O:8])[C:5]1[CH:9]=[CH:10][C:2]([F:1])=[C:3]([CH3:11])[CH:4]=1)[CH2:50][N:51]1[CH2:55][CH2:54][CH2:53][CH2:52]1)([CH3:46])([CH3:45])[CH3:44] |f:1.2|. Procedure: 4-Fluoro-3-methylbenzoic acid (101 mg, 0.66 mmol), TBTU (232 mg, 0.72 mmol) and DIPEA (0.172 mL, 0.99 mmol) was stirred in DCM (2 mL) for 1 h. (2R,3R)-3-tert-butoxy-N-methyl-1-(pyrrolidin-1-yl)butan-2-amine (Compound M7) (150 mg, 0.66 mmol) was added and the resultant mixture was stirred at rt overnight. The reaction mixture was washed with NaHCO3 (8% aq., 2 mL), filtered through a phase separator and concentrated under reduced pressure. The residue was purified by preparative HPLC to give the t...